Dataset: the Open Reaction Database (ORD), a public repository of structured organic reaction records. Task: describe an organic reaction: reactants, conditions, products, and yield Starting materials: COS(=O)(=O)OC (dimethylsulfate), C(C)(C)(C)OC(=O)N1CCC(CC1)N1CCCCC1 (1′-tert-Butoxycarbonyl-[1,4′]-Bipiperidine), CN(C)CCN(C)C (TMEDA), C(C)(CC)[Li] (sec-butyllithium). Solvent: CCOCC (Et2O), CCOCC (Et2O). Reaction conditions: temperature -78 celsius, time 3 hour. Yields the product C(C)(C)(C)OC(=O)N1C(CC(CC1)N1CCCCC1)C (1′-tert-butoxycarbonyl-2′-methyl-[1,4′]-bipiperidine). RXN SMILES: [C:1]([O:5][C:6]([N:8]1[CH2:13][CH2:12][CH:11]([N:14]2[CH2:19][CH2:18][CH2:17][CH2:16][CH2:15]2)[CH2:10][CH2:9]1)=[O:7])([CH3:4])([CH3:3])[CH3:2].[CH3:20]N(CCN(C)C)C.C([Li])(CC)C.COS(OC)(=O)=O>CCOCC>[C:1]([O:5][C:6]([N:8]1[CH2:9][CH2:10][CH:11]([N:14]2[CH2:19][CH2:18][CH2:17][CH2:16][CH2:15]2)[CH2:12][CH:13]1[CH3:20])=[O:7])([CH3:4])([CH3:2])[CH3:3]. Procedure details: To a solution of 1′-tert-Butoxycarbonyl-[1,4′]-Bipiperidine 1 (5.1 g, 19.0 mmol), TMEDA (19 mL) in dry Et2O (40 ml) at −78° C. is slowly added a solution of sec-butyllithium (19.0 mL, 24.7 mmol, 1.3 M in cyclohexanes) over a period of 30 min. The mixture is stirred at −78° C. for 3 hr, and then is treated with a solution of dimethylsulfate (3.6 g, 28.5 mmol) in Et2O (5 mL). The cooling bath is removed and the reaction mixture is stirred at ambient temperature for 16 hr. After cooling to 0° C., t... The reactants are Cc1cc(N2CCC(=O)CC2)ncn1, Nc1nc2c(N3CCOCC3)cccn2n1. Yields the product Cc1cc(N2CCC(Nc3nc4c(N5CCOCC5)cccn4n3)CC2)ncn1. As a reaction SMILES: [CH3:17][c:18]1[cH:19][c:20]([N:24]2[CH2:25][CH2:26][C:27](=[O:30])[CH2:28][CH2:29]2)[n:21][cH:22][n:23]1.[O:1]1[CH2:2][CH2:3][N:4]([c:7]2[c:8]3[n:9]([cH:10][cH:11][cH:12]2)[n:13][c:14]([NH2:16])[n:15]3)[CH2:5][CH2:6]1>>[O:1]1[CH2:2][CH2:3][N:4]([c:7]2[c:8]3[n:9]([cH:10][cH:11][cH:12]2)[n:13][c:14]([NH:16][CH:27]2[CH2:26][CH2:25][N:24]([c:20]4[cH:19][c:18]([CH3:17])[n:23][cH:22][n:21]4)[CH2:29][CH2:28]2)[n:15]3)[CH2:5][CH2:6]1. The reactants are O=C1N(CCNC1)C1CC=2C=CC(=CC2CC1)C#N (6-(2-Oxopiperazin-1-yl)-5,6,7,8-tetrahydronaphthalene-2-carbonitrile), ClC1=C(C=CC=2C(OCC21)=O)CC=O ((4-Chloro-1-oxo-1,3-dihydro-2-benzofuran-5-yl)acetaldehyde). The product is ClC1=C(C=CC=2C(OCC21)=O)CCN2CC(N(CC2)C2CC=1C=CC(=CC1CC2)C#N)=O (6-{4-[2-(4-Chloro-1-oxo-1,3-dihydro-2-benzofuran-5-yl)ethyl]-2-oxopiperazin-1-yl}-5,6,7,8-tetrahydronaphthalene-2-carbonitrile). Reaction SMILES: [O:1]=[C:2]1[CH2:7][NH:6][CH2:5][CH2:4][N:3]1[CH:8]1[CH2:17][CH2:16][C:15]2[CH:14]=[C:13]([C:18]#[N:19])[CH:12]=[CH:11][C:10]=2[CH2:9]1.[Cl:20][C:21]1[C:29]2[CH2:28][O:27][C:26](=[O:30])[C:25]=2[CH:24]=[CH:23][C:22]=1[CH2:31][CH:32]=O>>[Cl:20][C:21]1[C:29]2[CH2:28][O:27][C:26](=[O:30])[C:25]=2[CH:24]=[CH:23][C:22]=1[CH2:31][CH2:32][N:6]1[CH2:5][CH2:4][N:3]([CH:8]2[CH2:17][CH2:16][C:15]3[CH:14]=[C:13]([C:18]#[N:19])[CH:12]=[CH:11][C:10]=3[CH2:9]2)[C:2](=[O:1])[CH2:7]1. Procedure: The title compound was prepared from 6-(2-Oxopiperazin-1-yl)-5,6,7,8-tetrahydronaphthalene-2-carbonitrile and (4-Chloro-1-oxo-1,3-dihydro-2-benzofuran-5-yl)acetaldehyde following essentially the same procedure as Example 6. The product was purified by mass-directed reverse phase HPLC (AcCN-Water with 0.1% TFA). LC-MS (IE, m/z): 450 [M+1]+. Reactants: N(N)C=1C(=NC(=NC1)OC)OC (5-hydrazinyl-2,4-dimethoxypyrimidine), FC(C(CC(C(=O)OCC)=O)=O)(F)F (ethyl 5,5,5-trifluoro-2,4-dioxopentanoate). The product is COC1=NC=C(C(=N1)OC)N1N=C(C=C1C(F)(F)F)C(=O)OCC (ethyl 1-(2,4-dimethoxypyrimidin-5-yl)-5-(trifluoromethyl)-1H-pyrazole-3-carboxylate). RXN SMILES: [NH:1]([C:3]1[C:4]([O:11][CH3:12])=[N:5][C:6]([O:9][CH3:10])=[N:7][CH:8]=1)[NH2:2].[F:13][C:14]([F:26])([F:25])[C:15](=O)[CH2:16][C:17](=O)[C:18]([O:20][CH2:21][CH3:22])=[O:19]>>[CH3:10][O:9][C:6]1[N:5]=[C:4]([O:11][CH3:12])[C:3]([N:1]2[C:15]([C:14]([F:13])([F:25])[F:26])=[CH:16][C:17]([C:18]([O:20][CH2:21][CH3:22])=[O:19])=[N:2]2)=[CH:8][N:7]=1. Procedure details: The title compound was prepared in analogy to the procedure described in Step 17.3 using 5-hydrazinyl-2,4-dimethoxypyrimidine (Step 46.8) and ethyl 5,5,5-trifluoro-2,4-dioxopentanoate at 100° C. for 2 hr. The crude product was purified by silica gel column chromatography (hexane/30% EtOAc). tR: 1.09 min (LC-MS 2); ESI-MS: 347 [M+H]+ (LC-MS 2); Rf=0.31 (hexane/30% EtOAc).